describe an organic reaction: reactants, conditions, products, and yield From a dataset of the Open Reaction Database (ORD), a public repository of structured organic reaction records. Reactants: C(#N)\C=C/1\N(/C(/SC1C1CCN(CC1)C(=O)OC(C)(C)C)=N/C)C (tert-butyl 4-((2Z,4E)-4-(cyanomethylene)-3-methyl-2-(methylimino)-1,3-thiazolidin-5-yl)piperidine-1-carboxylate), C([O-])([O-])=O.[K+].[K+] (potassium carbonate), OO (hydrogen peroxide). Run in C(C)(=O)OCC (ethyl acetate), CS(=O)C (DMSO). Product: C(N)(=O)CC=1N(/C(/SC1C1CCN(CC1)C(=O)OC(C)(C)C)=N/C)C (tert-Butyl 4-((2Z)-4-carbamoylmethyl-3-methyl-2-(methylimino)-2,3-dihydro-1,3-thiazol-5-yl)piperidine-1-carboxylate). Isolated yield 120.0%. As a reaction SMILES: [C:1](/[CH:3]=[C:4]1/[N:5]([CH3:24])/[C:6](=[N:22]/[CH3:23])/[S:7][CH:8]/1[CH:9]1[CH2:14][CH2:13][N:12]([C:15]([O:17][C:18]([CH3:21])([CH3:20])[CH3:19])=[O:16])[CH2:11][CH2:10]1)#[N:2].C(=O)([O-])[O-:26].[K+].[K+].OO>CS(C)=O.C(OCC)(=O)C>[C:1]([CH2:3][C:4]1[N:5]([CH3:24])/[C:6](=[N:22]/[CH3:23])/[S:7][C:8]=1[CH:9]1[CH2:10][CH2:11][N:12]([C:15]([O:17][C:18]([CH3:21])([CH3:19])[CH3:20])=[O:16])[CH2:13][CH2:14]1)(=[O:26])[NH2:2] |f:1.2.3|. Reported procedure: To a solution of tert-butyl 4-((2Z,4E)-4-(cyanomethylene)-3-methyl-2-(methylimino)-1,3-thiazolidin-5-yl)piperidine-1-carboxylate (0.30 g) obtained in Example 74a) in DMSO (6.0 mL) were added potassium carbonate (0.1 g) and a 30% aqueous hydrogen peroxide solution (1 mL) at 0° C. and mixed for 30 minutes. The reaction solution was diluted with ethyl acetate, washed with saturated brine, and then dried over anhydrous sodium sulfate. The solvent was distilled off, and the residue was crystallized f...